From a dataset of the Open Reaction Database (ORD), a public repository of structured organic reaction records. describe an organic reaction: reactants, conditions, products, and yield Reactants: FC1=NC=CC(=C1)C (2-fluoro-4-methylpyridine), N-(3-methylbenzoyl)propyleneimine, O (water), C(C)(C)NC(C)C (diisopropylamine), CCCCCC.C(CCC)[Li] (n-butyllithium hexane). Solvent: O1CCCC1 (tetrahydrofuran), O1CCCC1 (tetrahydrofuran), O1CCCC1 (tetrahydrofuran). Reaction conditions: temperature -78 celsius. Product: FC1=NC=CC(=C1)CC(=O)C1=CC(=CC=C1)C (2-(2-fluoro-4-pyridyl)-1-(3-methylphenyl)ethanone). Isolated yield 52.0%. Reaction SMILES: C(N[CH:5]([CH3:7])[CH3:6])(C)C.CC[CH2:10][CH2:11][CH2:12][CH3:13].[CH2:14]([Li])CCC.[F:19][C:20]1[CH:25]=[C:24]([CH3:26])[CH:23]=[CH:22][N:21]=1.[OH2:27]>O1CCCC1>[F:19][C:20]1[CH:25]=[C:24]([CH2:26][C:10]([C:11]2[CH:12]=[CH:13][CH:7]=[C:5]([CH3:6])[CH:14]=2)=[O:27])[CH:23]=[CH:22][N:21]=1 |f:1.2|. Reported procedure: Under an argon atmosphere, a solution of diisopropylamine (44 mL, 0.31 mol) in anhydrous tetrahydrofuran (300 mL) was cooled to −78° C., and to this was added dropwise a 1.6 M n-butyllithium hexane solution (190 mL, 0.31 mol) with stirring. After completion of the addition, the solution was stirred for 10 minutes, subsequently, a solution of 2-fluoro-4-methylpyridine (34.5 g, 0.31 mol) in anhydrous tetrahydrofuran (30 mL) was added. The reaction mixture was stirred for 30 minutes at −10° C. The ... Starting materials: CC(C)(C)[Si](C)(C)Oc1cccc(C=O)c1, CCN(CC)C(=O)c1ccc(I)cc1, C1CCOC1, [Li]CCCC, [Cl-], [NH4+]. Product: CCN(CC)C(=O)c1ccc(C(O)c2cccc(O[Si](C)(C)C(C)(C)C)c2)cc1. Reaction SMILES: [C:20]([CH3:21])([CH3:22])([CH3:23])[Si:24]([O:25][c:26]1[cH:27][c:28]([CH:29]=[O:30])[cH:31][cH:32][cH:33]1)([CH3:34])[CH3:35].[CH2:1]([CH3:2])[N:3]([C:4]([c:5]1[cH:6][cH:7][c:8]([I:11])[cH:9][cH:10]1)=[O:12])[CH2:13][CH3:14].[CH2:38]1[O:39][CH2:40][CH2:41][CH2:42]1.[CH3:15][CH2:16][CH2:17][CH2:18][Li:19].[Cl-:36].[NH4+:37]>>[CH2:1]([CH3:2])[N:3]([C:4]([c:5]1[cH:6][cH:7][c:8]([CH:29]([c:28]2[cH:27][c:26]([O:25][Si:24]([C:20]([CH3:21])([CH3:22])[CH3:23])([CH3:34])[CH3:35])[cH:33][cH:32][cH:31]2)[OH:30])[cH:9][cH:10]1)=[O:12])[CH2:13][CH3:14]. Starting materials: CN1CCCCC1, CCOC(C)=O, O=C(Cl)OCC(Cl)(Cl)Cl, ClCCl, N=C(N)c1cccc(CN2CCC(NS(=O)(=O)c3cc4c(Cl)cc(Cl)cc4s3)C2=O)c1, O=C(O)C(F)(F)F, CN(C)C=O. Yields the product N=C(NC(=O)OCC(Cl)(Cl)Cl)c1cccc(CN2CCC(NS(=O)(=O)c3cc4c(Cl)cc(Cl)cc4s3)C2=O)c1. Reaction SMILES: [CH3:39][N:40]1[CH2:41][CH2:42][CH2:43][CH2:44][CH2:45]1.[CH3:63][CH2:64][O:65][C:66]([CH3:67])=[O:68].[Cl:46][C:47](=[O:48])[O:49][CH2:50][C:51]([Cl:52])([Cl:53])[Cl:54].[Cl:55][CH2:56][Cl:57].[Cl:8][c:9]1[cH:10][c:11]([Cl:38])[cH:12][c:13]2[s:14][c:15]([S:18](=[O:19])(=[O:20])[NH:21][CH:22]3[C:23](=[O:37])[N:24]([CH2:27][c:28]4[cH:29][c:30]([C:31](=[NH:32])[NH2:33])[cH:34][cH:35][cH:36]4)[CH2:25][CH2:26]3)[cH:16][c:17]12.[F:1][C:2]([F:3])([F:4])[C:5]([OH:6])=[O:7].[O:58]=[CH:59][N:60]([CH3:61])[CH3:62]>>[Cl:8][c:9]1[cH:10][c:11]([Cl:38])[cH:12][c:13]2[s:14][c:15]([S:18](=[O:19])(=[O:20])[NH:21][CH:22]3[C:23](=[O:37])[N:24]([CH2:27][c:28]4[cH:29][c:30]([C:31]([NH:32][C:47](=[O:48])[O:49][CH2:50][C:51]([Cl:52])([Cl:53])[Cl:54])=[NH:33])[cH:34][cH:35][cH:36]4)[CH2:25][CH2:26]3)[cH:16][c:17]12.